This data is from the Open Reaction Database (ORD), a public repository of structured organic reaction records. The task is: describe an organic reaction: reactants, conditions, products, and yield Starting materials: Cc1ccccc1, CC(C)(O)CNS(=O)(=O)c1ccc(CCC(=O)c2ccc(Cl)cc2Nc2ccccc2)cc1, CC(=O)C(=O)Cl. Yields the product CC(=O)C(=O)N(c1ccccc1)c1cc(Cl)ccc1C(=O)CCc1ccc(S(=O)(=O)NCC(C)(C)O)cc1. As a reaction SMILES: [CH3:40][c:41]1[cH:42][cH:43][cH:44][cH:45][cH:46]1.[Cl:1][c:2]1[cH:3][c:4]([NH:27][c:28]2[cH:29][cH:30][cH:31][cH:32][cH:33]2)[c:5]([C:8]([CH2:9][CH2:10][c:11]2[cH:12][cH:13][c:14]([S:17](=[O:18])(=[O:19])[NH:20][CH2:21][C:22]([CH3:23])([CH3:24])[OH:25])[cH:15][cH:16]2)=[O:26])[cH:6][cH:7]1.[O:34]=[C:35]([C:36](=[O:37])[Cl:38])[CH3:39]>>[Cl:1][c:2]1[cH:3][c:4]([N:27]([c:28]2[cH:29][cH:30][cH:31][cH:32][cH:33]2)[C:36]([C:35](=[O:34])[CH3:39])=[O:37])[c:5]([C:8]([CH2:9][CH2:10][c:11]2[cH:12][cH:13][c:14]([S:17](=[O:18])(=[O:19])[NH:20][CH2:21][C:22]([CH3:23])([CH3:24])[OH:25])[cH:15][cH:16]2)=[O:26])[cH:6][cH:7]1. The reactants are NC1=C(C(=O)N)C(=CC(=C1)F)F (2-amino-4,6-difluoro-benzamide), C(C)(=O)N1C(CN(CC1C)C1=CC=C(C=O)C=C1)C (4-(4-acetyl-3,5-dimethyl-piperazin-1-yl)-benzaldehyde), S(=O)(O)[O-].[Na+] (sodium hydrogen sulfite), O.C1(=CC=C(C=C1)S(=O)(=O)O)C (p-toluenesulfonic acid monohydrate). The solvent is CN(C(C)=O)C (N,N-dimethyl acetamide). Run at temperature 115 celsius, time 16 hour. The product is C(C)(=O)N1C(CN(CC1C)C1=CC=C(C=C1)C1=NC2=CC(=CC(=C2C(N1)=O)F)F)C (2-[4-(4-acetyl-3,5-dimethyl-piperazin-1-yl)-phenyl]-5,7-difluoro-3H-quinazolin-4-one). As a reaction SMILES: [NH2:1][C:2]1[CH:10]=[C:9]([F:11])[CH:8]=[C:7]([F:12])[C:3]=1[C:4]([NH2:6])=[O:5].[C:13]([N:16]1[CH:21]([CH3:22])[CH2:20][N:19]([C:23]2[CH:30]=[CH:29][C:26]([CH:27]=O)=[CH:25][CH:24]=2)[CH2:18][CH:17]1[CH3:31])(=[O:15])[CH3:14].S([O-])(O)=O.[Na+].O.C1(C)C=CC(S(O)(=O)=O)=CC=1>CN(C)C(=O)C>[C:13]([N:16]1[CH:21]([CH3:22])[CH2:20][N:19]([C:23]2[CH:24]=[CH:25][C:26]([C:27]3[NH:6][C:4](=[O:5])[C:3]4[C:2](=[CH:10][C:9]([F:11])=[CH:8][C:7]=4[F:12])[N:1]=3)=[CH:29][CH:30]=2)[CH2:18][CH:17]1[CH3:31])(=[O:15])[CH3:14] |f:2.3,4.5|. Procedure details: To a stirred solution of 2-amino-4,6-difluoro-benzamide (0.66 g, 3.84 mmol) and 4-(4-acetyl-3,5-dimethyl-piperazin-1-yl)-benzaldehyde (1.00 g, 3.84 mmol) in N,N-dimethyl acetamide (20 mL), was added sodium hydrogen sulfite (58.5 wt %, 1.04 g, 5.76 mmol) and p-toluenesulfonic acid monohydrate (0.88 g, 4.61 mmol) and the reaction mixture was stirred at 115° C. for 16 hours. The solvent was evaporated in vacuo, water was added, and the precipitated solid was filtered off, to give 2-[4-(4-acetyl-3,5... Starting materials: [Cl-].[NH4+] (ammonium chloride), C1(CCCCC1)[Mg]Cl (cyclohexylmagnesium chloride), ON1CCCCC1 (N-hydroxypiperidine). The reagents and catalysts are O=[Mn]=O (MnO2). Solvent: ClCCl (dichloromethane), ClCCl (dichloromethane). Run at time 1 hour. The product is C1(CCCCC1)C1N(CCCC1)O (2-cyclohexylpiperidin-1-ol). Isolated yield 26.6%. Reaction SMILES: [OH:1][N:2]1[CH2:7][CH2:6][CH2:5][CH2:4][CH2:3]1.[CH:8]1([Mg]Cl)[CH2:13][CH2:12][CH2:11][CH2:10][CH2:9]1.[Cl-].[NH4+]>ClCCl.O=[Mn]=O>[CH:8]1([CH:3]2[CH2:4][CH2:5][CH2:6][CH2:7][N:2]2[OH:1])[CH2:13][CH2:12][CH2:11][CH2:10][CH2:9]1 |f:2.3|. Procedure details: Activated MnO2 (1.29 g, 14.8 mmol) was added to a solution of N-hydroxypiperidine (0.50 g, 4.95 mmol) in dichloromethane (25 mL) at 0° C. and the mixture was stirred for 1 h. The reaction mixture was filtered through a pad of Celite™ and Na2SO4. The filtrate was added dropwise to a solution of cyclohexylmagnesium chloride (2.0 M in diethyl ether, 4.95 mL, 9.90 mmol) at −10° C. The reaction mixture was stirred at 0° C. for 0.5 h and then saturated aqueous ammonium chloride solution (25 mL) and di... Starting materials: NCCC1=NC=CC=C1 (2-(2-aminoethyl)pyridine), N1=CC=CC=C1 (pyridine), C(CCCCCCCCCCCCC)OC1=CC=C(C=C1)CC(=O)Cl (4-(Tetradecyloxy)benzeneacetyl chloride). Run in C(Cl)Cl (methylene chloride), C(Cl)(Cl)Cl (chloroform), C(Cl)Cl (methylene chloride). Reaction conditions: temperature 0 celsius, time 4 hour. Product: N1=C(C=CC=C1)CCNC(CC1=CC=C(C=C1)OCCCCCCCCCCCCCC)=O (N-[2-(2-Pyridinyl)ethyl]-4-(tetradecyloxy)benzeneacetamide). The yield is 44.9%. As a reaction SMILES: [NH2:1][CH2:2][CH2:3][C:4]1[CH:9]=[CH:8][CH:7]=[CH:6][N:5]=1.N1C=CC=CC=1.[CH2:16]([O:30][C:31]1[CH:36]=[CH:35][C:34]([CH2:37][C:38](Cl)=[O:39])=[CH:33][CH:32]=1)[CH2:17][CH2:18][CH2:19][CH2:20][CH2:21][CH2:22][CH2:23][CH2:24][CH2:25][CH2:26][CH2:27][CH2:28][CH3:29]>C(Cl)Cl.C(Cl)(Cl)Cl>[N:5]1[CH:6]=[CH:7][CH:8]=[CH:9][C:4]=1[CH2:3][CH2:2][NH:1][C:38](=[O:39])[CH2:37][C:34]1[CH:35]=[CH:36][C:31]([O:30][CH2:16][CH2:17][CH2:18][CH2:19][CH2:20][CH2:21][CH2:22][CH2:23][CH2:24][CH2:25][CH2:26][CH2:27][CH2:28][CH3:29])=[CH:32][CH:33]=1. Reported procedure: To a 0° C. solution of 5.24 g of 2-(2-aminoethyl)pyridine, 13.22 ml of pyridine and 50 ml of methylene chloride is added, dropwise, 15 g of product from Example 53 in 150 ml of methylene chloride. The reaction is stirred at 0° C. for 4 hours followed by 68 hours at room temperature. The reaction is diluted with chloroform, washed with saturated sodium bicarbonate, water and saturated sodium chloride, dried and concentrated in vacuo. The residue is purified by column chromatography (silica gel:75... Reaction SMILES: [CH2:20]([CH3:21])[N:22]([CH2:23][CH2:24][O:25][CH2:26][CH2:27][CH:28]1[CH2:29][CH2:30][NH:31][CH2:32][CH2:33]1)[CH2:34][CH3:35].[CH3:37][CH2:38][O:39][C:40](=[O:41])[CH3:42].[Cl:1][C:2](=[O:3])[N:4]1[c:5]2[c:6]([cH:16][cH:17][cH:18][n:19]2)[C:7](=[O:15])[NH:8][c:9]2[c:10]1[cH:11][cH:12][cH:13][cH:14]2.[ClH:36]>>[C:2](=[O:3])([N:4]1[c:5]2[c:6]([cH:16][cH:17][cH:18][n:19]2)[C:7](=[O:15])[NH:8][c:9]2[c:10]1[cH:11][cH:12][cH:13][cH:14]2)[N:31]1[CH2:30][CH2:29][CH:28]([CH2:27][CH2:26][O:25][CH2:24][CH2:23][N:22]([CH2:20][CH3:21])[CH2:34][CH3:35])[CH2:33][CH2:32]1. Starting materials: CCN(CC)CCOCCC1CCNCC1, CCOC(C)=O, O=C1Nc2ccccc2N(C(=O)Cl)c2ncccc21, Cl. Product: CCN(CC)CCOCCC1CCN(C(=O)N2c3ccccc3NC(=O)c3cccnc32)CC1. Starting materials: COC(CC1=CC(=C(C=C1)OC)OC)=O ((3,4-dimethoxy-phenyl)-acetic acid methyl ester), BrC(C)C (2-bromopropane), COC=1C=C(C=CC1OC)CC#N ((3,4-Dimethoxyphenyl)acetonitrile), S(=O)(=O)(OCC)OCC (diethyl sulfate). Product: BrCCCC(C(=O)OC)(CC)C1=CC(=C(C=C1)OC)OC (Methyl 5-bromo-2-(3,4-dimethoxyphenyl)-2-ethylpentanoate). RXN SMILES: [CH3:1][O:2][C:3](=[O:15])[CH2:4][C:5]1[CH:10]=[CH:9][C:8]([O:11][CH3:12])=[C:7]([O:13][CH3:14])[CH:6]=1.COC1C=[C:20]([CH2:26][C:27]#N)C=CC=1OC.S(O[CH2:36][CH3:37])(OCC)(=O)=O.[Br:38]C(C)C>>[Br:38][CH2:27][CH2:26][CH2:20][C:4]([C:5]1[CH:10]=[CH:9][C:8]([O:11][CH3:12])=[C:7]([O:13][CH3:14])[CH:6]=1)([CH2:36][CH3:37])[C:3]([O:2][CH3:1])=[O:15]. Procedure details: For Step 1, (3,4-dimethoxy-phenyl)-acetic acid methyl ester was substituted for (3,4-Dimethoxyphenyl)acetonitrile and diethyl sulfate was substituted for 2-bromopropane. Starting materials: Cc1nc2c(s1)-c1nc(N)ncc1CC2, CCOC(C)=O, [Cl-], C=CCCOC(=O)Cl, [NH4+], c1ccncc1. Product: C=CCCOC(=O)Nc1ncc2c(n1)-c1sc(C)nc1CC2. Reaction SMILES: [CH3:1][c:2]1[s:3][c:4]2[c:5]([n:15]1)[CH2:6][CH2:7][c:8]1[cH:9][n:10][c:11]([NH2:14])[n:12][c:13]1-2.[CH3:26][CH2:27][O:28][C:29]([CH3:30])=[O:31].[Cl-:24].[Cl:16][C:17](=[O:18])[O:19][CH2:20][CH2:21][CH:22]=[CH2:23].[NH4+:25].[cH:32]1[cH:33][cH:34][n:35][cH:36][cH:37]1>>[CH3:1][c:2]1[s:3][c:4]2[c:5]([n:15]1)[CH2:6][CH2:7][c:8]1[cH:9][n:10][c:11]([NH:14][C:17](=[O:18])[O:19][CH2:20][CH2:21][CH:22]=[CH2:23])[n:12][c:13]1-2.